Dataset: the Open Reaction Database (ORD), a public repository of structured organic reaction records. Task: describe an organic reaction: reactants, conditions, products, and yield Reactants: NC(C#N)(CN1N=C2C(=N1)C=C(C=C2Cl)Cl)C (2-amino-3-(4,6-dichloro-2H-benzotriazol-2-yl)-2-methylpropionitrile), FC(C1=CC=C(C(=S)Cl)C=C1)(F)F (4-trifluoromethylthiobenzoyl chloride). Yields the product C(#N)C(CN1N=C2C(=N1)C=C(C=C2Cl)Cl)(C)NC(C2=CC=C(C=C2)C(F)(F)F)=S (N-[1-Cyano-2-(4,6-dichloro-2H-benzotriazol-2-yl)-1-methylethyl]-4-trifluoromethylthiobenzamide), solid. Yield: 20.0%. Reaction SMILES: [NH2:1][C:2]([CH3:17])([CH2:5][N:6]1[N:10]=[C:9]2[CH:11]=[C:12]([Cl:16])[CH:13]=[C:14]([Cl:15])[C:8]2=[N:7]1)[C:3]#[N:4].[F:18][C:19]([F:30])([F:29])[C:20]1[CH:28]=[CH:27][C:23]([C:24](Cl)=[S:25])=[CH:22][CH:21]=1>>[C:3]([C:2]([NH:1][C:24](=[S:25])[C:23]1[CH:22]=[CH:21][C:20]([C:19]([F:18])([F:29])[F:30])=[CH:28][CH:27]=1)([CH3:17])[CH2:5][N:6]1[N:10]=[C:9]2[CH:11]=[C:12]([Cl:16])[CH:13]=[C:14]([Cl:15])[C:8]2=[N:7]1)#[N:4]. Procedure details: Using a procedure similar to that described in Example 1, except using 2-amino-3-(4,6-dichloro-2H-benzotriazol-2-yl)-2-methylpropionitrile, described in Example 15, and 4-trifluoromethylthiobenzoyl chloride, the title compound was isolated as a white solid (50 mg, 20%). Rf=0.7 (1:1 EA/heptane). MS (ES): M/Z [M+H]=475. NMR: (400 MHz, DMSO-d6): 1.75 (s, 3H), 5.40-5.56 (m, 2H), 7.65 (m, 1H), 7.79-7.95 (m, 4H), 8.10 (m, 1H) and 8.95 (s, 1H). 19F NMR (376 MHz, DMSO-d6): −42.05 (s, 3F).